From a dataset of the Open Reaction Database (ORD), a public repository of structured organic reaction records. describe an organic reaction: reactants, conditions, products, and yield Reactants: N(CC(=O)NCC(=O)N[C@@H](CC1=CC=CC=C1)C(=O)NCC(=O)O)C(=O)OC(C)(C)C (Boc-Gly-Gly-Phe-Gly-OH), C1(=CC=C(C=C1)S(=O)(=O)O)C (p-toluenesulfonic acid), C(C1=CC=CC=C1)OC(CCCCN)=O (5-aminopentanoic acid benzyl ester), ON1C(=O)CCC1=O (HOSu), C1CCC(CC1)N=C=NC2CCCCC2 (DCC). The solvent is C(C)N(CC)CC (triethylamine), CN(C)C=O (DMF), CN(C)C=O (DMF). Conditions: time 30 minute. Yields the product N(CC(=O)NCC(=O)N[C@@H](CC1=CC=CC=C1)C(=O)NCC(=O)NCCCCC(=O)OCC1=CC=CC=C1)C(=O)OC(C)(C)C (Boc-Gly-Gly-Phe-Gly-NH—(CH2)4—COOBzl). Reaction SMILES: [NH:1]([C:25]([O:27][C:28]([CH3:31])([CH3:30])[CH3:29])=[O:26])[CH2:2][C:3]([NH:5][CH2:6][C:7]([NH:9][C@H:10]([C:18]([NH:20][CH2:21][C:22](O)=[O:23])=[O:19])[CH2:11][C:12]1[CH:17]=[CH:16][CH:15]=[CH:14][CH:13]=1)=[O:8])=[O:4].ON1C(=O)CCC1=O.C1CCC(N=C=NC2CCCCC2)CC1.C1(C)C=CC(S(O)(=O)=O)=CC=1.[CH2:66]([O:73][C:74](=[O:80])[CH2:75][CH2:76][CH2:77][CH2:78][NH2:79])[C:67]1[CH:72]=[CH:71][CH:70]=[CH:69][CH:68]=1>CN(C=O)C.C(N(CC)CC)C>[NH:1]([C:25]([O:27][C:28]([CH3:31])([CH3:30])[CH3:29])=[O:26])[CH2:2][C:3]([NH:5][CH2:6][C:7]([NH:9][C@H:10]([C:18]([NH:20][CH2:21][C:22]([NH:79][CH2:78][CH2:77][CH2:76][CH2:75][C:74]([O:73][CH2:66][C:67]1[CH:72]=[CH:71][CH:70]=[CH:69][CH:68]=1)=[O:80])=[O:23])=[O:19])[CH2:11][C:12]1[CH:13]=[CH:14][CH:15]=[CH:16][CH:17]=1)=[O:8])=[O:4]. Procedure: Boc-Gly-Gly-Phe-Gly-OH (SEQ ID NO. 1) (575 mg), HOSu (182 mg), and DCC (326 mg) were dissolved in DMF (20 ml), and the solution was stirred for 30 minutes. The resulting solution was added with a solution of p-toluenesulfonic acid salt of 5-aminopentanoic acid benzyl ester (500 mg) and triethylamine (0.184 ml) dissolved in DMF (10 ml), and the mixture was stirred at room temperature for three days. The reaction mixture was concentrated, and the residue was purified by column chromatography (CH2C... Reactants: CN(C)CC1=CC=C(O1)CSCCN (2-[(5-dimethylaminomethyl-2-furyl)methylthio]ethylamine), COC1=NS(N=C1OC)=O (3,4-dimethoxy-1,2,5-thiadiazole 1-oxide). The solvent is CO (methanol). Yields the product CN(C)CC1=CC=C(O1)CSCCNC1=NS(N=C1OC)=O (3-{2-[(5-Dimethylaminomethyl-2-furyl)methylthio]ethylamino}-4-methoxy-1,2,5-thiadiazole 1-oxide). As a reaction SMILES: [CH3:1][N:2]([CH2:4][C:5]1[O:9][C:8]([CH2:10][S:11][CH2:12][CH2:13][NH2:14])=[CH:7][CH:6]=1)[CH3:3].[CH3:15][O:16][C:17]1[C:21](OC)=[N:20][S:19](=[O:24])[N:18]=1>CO>[CH3:3][N:2]([CH2:4][C:5]1[O:9][C:8]([CH2:10][S:11][CH2:12][CH2:13][NH:14][C:21]2[C:17]([O:16][CH3:15])=[N:18][S:19](=[O:24])[N:20]=2)=[CH:7][CH:6]=1)[CH3:1]. Procedure details: A solution of 2-[(5-dimethylaminomethyl-2-furyl)methylthio]ethylamine (3.30 g; 15.4 mmoles) in 25 ml of methanol was added dropwise over a period of 14 minutes to a well stirred suspension of 3,4-dimethoxy-1,2,5-thiadiazole 1-oxide (2.50 g; 15.4 mmoles) [prepared according to the procedure in Example 4, Step A] that was cooled to 12°-15° in an ice-water bath. The solution was stirred at ambient temperature for 1.5 hours to yield a methanolic solution of the title compound.